Dataset: the Open Reaction Database (ORD), a public repository of structured organic reaction records. Task: describe an organic reaction: reactants, conditions, products, and yield Starting materials: COC(=O)NC1C(NCC2=CC=CC=C12)=O (4-methoxycarbonylamino-1,2,3,4-tetrahydroisoquinoline-3-one), C(C)#N (acetonitrile), C[Si](C)(C)I (trimethylsilyliodide). The solvent is C(C)(=O)OCC (ethyl acetate). Run at temperature 65 celsius. Product: NC1C(N(CC2=CC=CC=C12)C)=O (4-amino-2-methyl-1,2,3,4-tetrahydroisoquinolin-3-one). Reaction SMILES: COC([NH:5][CH:6]1[C:15]2[C:10](=[CH:11][CH:12]=[CH:13][CH:14]=2)[CH2:9][NH:8][C:7]1=[O:16])=O.[C:17](#N)C.C[Si](I)(C)C>C(OCC)(=O)C>[NH2:5][CH:6]1[C:15]2[C:10](=[CH:11][CH:12]=[CH:13][CH:14]=2)[CH2:9][N:8]([CH3:17])[C:7]1=[O:16]. Procedure details: Step D—Removal of the Methoxyoxycarbonyl Group (MOC): To the 4-methoxycarbonylamino-1,2,3,4-tetrahydroisoquinoline-3-one (3.4 mmoles) in 30 ML of acetonitrile was added 2 mole equivalents of trimethylsilyliodide (TMSI). The reaction mixture was heated to 50-80° C. for 3 hrs and then cooled and poured into a separatory funnel. The reaction mixture was diluted with ethyl acetate and washed with 1 molar K2CO3 and then with 5% NaHSO3. The organic layer was dried over Na2SO4 and filtered. The solvent... The reactants are C(CCC)[Li] (n-butyllithium), 21.3, BrC1=CC=C(C=C1)C=1C2=CC=CC=C2C=2C=CC=CC2C1 (9-(4-bromophenyl)phenanthrene), Cl (hydrochloric acid), B(OC(C)C)(OC(C)C)OC(C)C (triisopropyl borate). Solvent: CCCCCC (hexane), CCCCCC (hexane), C1CCOC1 (THF), C1(=CC=CC=C1)C (toluene). Reaction conditions: temperature -60 celsius. Product: C1=CC=CC=2C3=CC=CC=C3C(=CC12)C1=CC=C(C=C1)B(O)O (4-(9-phenanthrenyl)phenylboronic acid). The yield is 72.0%. Reaction SMILES: Br[C:2]1[CH:7]=[CH:6][C:5]([C:8]2[C:9]3[C:14]([C:15]4[CH:16]=[CH:17][CH:18]=[CH:19][C:20]=4[CH:21]=2)=[CH:13][CH:12]=[CH:11][CH:10]=3)=[CH:4][CH:3]=1.C([Li])CCC.[B:27](OC(C)C)([O:32]C(C)C)[O:28]C(C)C.Cl>CCCCCC.C1(C)C=CC=CC=1.C1COCC1>[CH:19]1[C:20]2[CH:21]=[C:8]([C:5]3[CH:6]=[CH:7][C:2]([B:27]([OH:32])[OH:28])=[CH:3][CH:4]=3)[C:9]3[C:14](=[CH:13][CH:12]=[CH:11][CH:10]=3)[C:15]=2[CH:16]=[CH:17][CH:18]=1. Procedure details: In argon atmosphere, a liquid mixture of 21.3 (63.9 mmol) of 9-(4-bromophenyl)phenanthrene and 200 ml of dry THF was cooled to −60° C. under argon atmosphere, and 49.2 ml (76.7 mmol) of a 1.55 M hexane solution of n-butyllithium was added dropwise under stirring. Further, the reaction mixture was stirred at −60° C. for 2 h. The reaction solution was cooled again to −60° C., and 36.1 g (192 mol) of triisopropyl borate was added dropwise. The reaction mixture was heated up to room temperature and ...